This data is from the Open Reaction Database (ORD), a public repository of structured organic reaction records. The task is: describe an organic reaction: reactants, conditions, products, and yield Reactants: intermediate 58F, Cl.Cl.O[C@H]1C2(CC2)CCN(C1)CC[C@@H](COC)N1C[C@H](NCCC1=O)C ((R)-4-[(S)-3-((S)-4-hydroxy-6-aza-spiro[2.5]oct-6-yl)-1-methoxymethyl-propyl]-2-methyl-[1,4]diazepan-5-one dihydrochloride), ClC=1C=C(C=CC1)N=C=O (3-chlorophenyl isocyanate). The product is ClC=1C=C(C=CC1)NC(=O)N1[C@@H](CN(C(CC1)=O)[C@@H](CCN1C[C@H](C2(CC2)CC1)O)COC)C ((R)-4-[(S)-3-((S)-4-Hydroxy-6-aza-spiro[2.5]oct-6-yl)-1-methoxymethyl-propyl]-2-methyl-5-oxo-[1,4]diazepane-1-carboxylic acid (3-chloro-phenyl)-amide). Yield: 58.0%. Reaction SMILES: Cl.Cl.[OH:3][C@@H:4]1[CH2:11][N:10]([CH2:12][CH2:13][C@H:14]([N:18]2[C:24](=[O:25])[CH2:23][CH2:22][NH:21][C@H:20]([CH3:26])[CH2:19]2)[CH2:15][O:16][CH3:17])[CH2:9][CH2:8][C:5]21[CH2:7][CH2:6]2.[Cl:27][C:28]1[CH:29]=[C:30]([N:34]=[C:35]=[O:36])[CH:31]=[CH:32][CH:33]=1>>[Cl:27][C:28]1[CH:29]=[C:30]([NH:34][C:35]([N:21]2[CH2:22][CH2:23][C:24](=[O:25])[N:18]([C@H:14]([CH2:15][O:16][CH3:17])[CH2:13][CH2:12][N:10]3[CH2:9][CH2:8][C:5]4([CH2:7][CH2:6]4)[C@H:4]([OH:3])[CH2:11]3)[CH2:19][C@H:20]2[CH3:26])=[O:36])[CH:31]=[CH:32][CH:33]=1 |f:0.1.2|. Procedure: In analogy to the procedure described for intermediate 58F, (R)-4-[(S)-3-((S)-4-hydroxy-6-aza-spiro[2.5]oct-6-yl)-1-methoxymethyl-propyl]-2-methyl-[1,4]diazepan-5-one dihydrochloride and 3-chlorophenyl isocyanate gave the title compound in 58% yield as yellow oil. MS: 493.4 (MH+, 1Cl). The product is CCOC(Cc1ccc(OCCn2c(C(F)(F)C(F)(F)F)nc3ccccc32)cc1)C(=O)O. Reaction SMILES: [CH2:1]([CH3:2])[O:3][CH:4]([C:5](=[O:6])[O:7][CH2:8][CH3:9])[CH2:10][c:11]1[cH:12][cH:13][c:14]([O:17][CH2:18][CH2:19][n:20]2[c:21]([C:29]([C:30]([F:31])([F:32])[F:33])([F:34])[F:35])[n:22][c:23]3[c:24]2[cH:25][cH:26][cH:27][cH:28]3)[cH:15][cH:16]1.[CH3:38][CH2:39][OH:40].[Na+:37].[OH-:36].[OH2:41]>>[CH2:1]([CH3:2])[O:3][CH:4]([C:5](=[O:6])[OH:7])[CH2:10][c:11]1[cH:12][cH:13][c:14]([O:17][CH2:18][CH2:19][n:20]2[c:21]([C:29]([C:30]([F:31])([F:32])[F:33])([F:34])[F:35])[n:22][c:23]3[c:24]2[cH:25][cH:26][cH:27][cH:28]3)[cH:15][cH:16]1. The reactants are CCOC(=O)C(Cc1ccc(OCCn2c(C(F)(F)C(F)(F)F)nc3ccccc32)cc1)OCC, CCO, [Na+], [OH-], O. Reactants: C([O-])([O-])=O.[Cs+].[Cs+] (caesium carbonate), O1CCOCC1 (dioxane), IC1=NC=CC=C1 (2-iodopyridine), Br.CC1(OB(OC1(C)C)C=1C=CC=2N(C1)C=C(N2)C(=O)OCC)C (ethyl 6-(4,4,5,5-tetramethyl-1,3,2-dioxaborolan-2-yl)imidazo[1,2-a]pyridine-2-carboxylate hydrobromide). The reagents and catalysts are C1=CC=C(C=C1)P([C-]2C=CC=C2)C3=CC=CC=C3.C1=CC=C(C=C1)P([C-]2C=CC=C2)C3=CC=CC=C3.Cl[Pd]Cl.[Fe+2] ([1,1′-bis(diphenylphosphino)ferrocene]dichloropalladium). The solvent is O (water). Run at temperature 110 celsius. Product: N1=C(C=CC=C1)C=1C=CC=2N(C1)C=C(N2)C(=O)OCC (ethyl 6-(pyrid-2-yl)imidazo[1,2-a]pyridine-2-carboxylate). Yield: 55.5%. Reaction SMILES: C(=O)([O-])[O-].[Cs+].[Cs+].O1CCOCC1.I[C:14]1[CH:19]=[CH:18][CH:17]=[CH:16][N:15]=1.Br.CC1(C)C(C)(C)OB([C:29]2[CH:30]=[CH:31][C:32]3[N:33]([CH:35]=[C:36]([C:38]([O:40][CH2:41][CH3:42])=[O:39])[N:37]=3)[CH:34]=2)O1>C1C=CC(P(C2C=CC=CC=2)[C-]2C=CC=C2)=CC=1.C1C=CC(P(C2C=CC=CC=2)[C-]2C=CC=C2)=CC=1.Cl[Pd]Cl.[Fe+2].O>[N:15]1[CH:16]=[CH:17][CH:18]=[CH:19][C:14]=1[C:29]1[CH:30]=[CH:31][C:32]2[N:33]([CH:35]=[C:36]([C:38]([O:40][CH2:41][CH3:42])=[O:39])[N:37]=2)[CH:34]=1 |f:0.1.2,5.6,7.8.9.10|. Reported procedure: A mixture of 3.18 g of caesium carbonate, 25 mL of dioxane, 9.3 mL of water, 500 mg of 2-iodopyridine, 89 mg of [1,1′-bis(diphenylphosphino)ferrocene]dichloropalladium and 848 mg of ethyl 6-(4,4,5,5-tetramethyl-1,3,2-dioxaborolan-2-yl)imidazo[1,2-a]pyridine-2-carboxylate hydrobromide (1:1) is heated for 2 hours at 110° C., and then partially concentrated, diluted with dichloromethane and filtered. The organic phase is washed with water and dried over magnesium sulfate, filtered and concentrated ... Reactants: C(C)OC(C(CC)CC1=C(C=C(C=C1)OC(C1=C(N=C(S1)C1=CC=C(C=C1)C(F)(F)F)C)C1CC1)C)=O (2-(4-{cyclopropyl-[4-methyl-2-(4-trifluoromethyl-phenyl)-thiazol-5-yl]-methoxy}-2-methyl-benzyl)-butyric acid ethyl ester), [Li+].[OH-] (LiOH). The product is C1(CC1)C(OC1=CC(=C(CC(C(=O)O)CC)C=C1)C)C1=C(N=C(S1)C1=CC=C(C=C1)C(F)(F)F)C (2-(4-{cyclopropyl-[4-methyl-2-(4-trifluoromethyl-phenyl)-thiazol-5-yl]-methoxy}-2-methyl-benzyl)-butyric acid). As a reaction SMILES: C([O:3][C:4](=[O:37])[CH:5]([CH2:8][C:9]1[CH:14]=[CH:13][C:12]([O:15][CH:16]([CH:33]2[CH2:35][CH2:34]2)[C:17]2[S:21][C:20]([C:22]3[CH:27]=[CH:26][C:25]([C:28]([F:31])([F:30])[F:29])=[CH:24][CH:23]=3)=[N:19][C:18]=2[CH3:32])=[CH:11][C:10]=1[CH3:36])[CH2:6][CH3:7])C.[Li+].[OH-]>>[CH:33]1([CH:16]([C:17]2[S:21][C:20]([C:22]3[CH:27]=[CH:26][C:25]([C:28]([F:31])([F:30])[F:29])=[CH:24][CH:23]=3)=[N:19][C:18]=2[CH3:32])[O:15][C:12]2[CH:13]=[CH:14][C:9]([CH2:8][CH:5]([CH2:6][CH3:7])[C:4]([OH:37])=[O:3])=[C:10]([CH3:36])[CH:11]=2)[CH2:35][CH2:34]1 |f:1.2|. Reported procedure: In analogy to the procedure described in example 10 d], 2-(4-{cyclopropyl-[4-methyl-2-(4-trifluoromethyl-phenyl)-thiazol-5-yl]-methoxy}-2-methyl-benzyl)-butyric acid ethyl ester (mixture of two diastereomeric racemates) was treated with LiOH to obtain 2-(4-{cyclopropyl-[4-methyl-2-(4-trifluoromethyl-phenyl)-thiazol-5-yl]-methoxy}-2-methyl-benzyl)-butyric acid as a mixture of two diastereomeric racemates as colorless liquid. Reactants: CNCCC#N (N-methyl-β-alaninenitrile), C(C)(=O)O[BH-](OC(C)=O)OC(C)=O.[Na+] (sodium triacetoxyborohydride), FC1=C(C=C(C=C1)C#CC=1C=NC=C(C#N)C1)C=O (5-(4-fluoro-3-formylphenylethynyl)nicotinonitrile). Solvent: ClC(C)Cl (dichloroethane). Conditions: time 5.5 hour. Product: C(#N)CCN(C)CC=1C=C(C=CC1F)C#CC=1C=NC=C(C#N)C1 (5-(3-{[(2-Cyanoethyl)methylamino]methyl}-4-fluorophenylethynyl)-nicotinonitrile). Yield: 43.0%. As a reaction SMILES: [F:1][C:2]1[CH:7]=[CH:6][C:5]([C:8]#[C:9][C:10]2[CH:11]=[N:12][CH:13]=[C:14]([CH:17]=2)[C:15]#[N:16])=[CH:4][C:3]=1[CH:18]=O.[CH3:20][NH:21][CH2:22][CH2:23][C:24]#[N:25].C(O[BH-](OC(=O)C)OC(=O)C)(=O)C.[Na+]>ClC(Cl)C>[C:24]([CH2:23][CH2:22][N:21]([CH2:18][C:3]1[CH:4]=[C:5]([C:8]#[C:9][C:10]2[CH:11]=[N:12][CH:13]=[C:14]([CH:17]=2)[C:15]#[N:16])[CH:6]=[CH:7][C:2]=1[F:1])[CH3:20])#[N:25] |f:2.3|. Procedure details: Dissolve 5-(4-fluoro-3-formylphenylethynyl)nicotinonitrile, (prepared as described in PREPARATION 38) (100 mg, 0.40 mmol) in dichloroethane (2 mL) and treat with N-methyl-β-alaninenitrile (0.041 mL, 0.44 mmol) and sodium triacetoxyborohydride (110 mg, 0.52 mmol). After stirring for 5.5 h, quench with water (2 mL), dilute with dichloromethane and extract three times with 0.5 N hydrochloric acid, but thin layer chromatography shows some product still remaining in the organic phase. Add 1 N sodium ... Starting materials: O (water), ClC=1C=C(C=C2C=C(C(OC12)C(F)(F)F)C(=O)OCC)I (ethyl 8-chloro-6-iodo-2-(trifluoromethyl)-2H-chromene-3-carboxylate), C([O-])([O-])=O.[K+].[K+] (potassium carbonate), C(C)B(CC)CC (triethylborane). Reagents/catalysts: [Pd].C1(=CC=CC=C1)P(C1=CC=CC=C1)C1=CC=CC=C1.C1(=CC=CC=C1)P(C1=CC=CC=C1)C1=CC=CC=C1.C1(=CC=CC=C1)P(C1=CC=CC=C1)C1=CC=CC=C1.C1(=CC=CC=C1)P(C1=CC=CC=C1)C1=CC=CC=C1 (tetrakis(triphenylphosphine)-palladium(0)). Solvent: CN(C)C=O (DMF), C1CCOC1 (THF). Run at temperature 110 celsius. The product is ClC=1C=C(C=C2C=C(C(OC12)C(F)(F)F)C(=O)OCC)CC (ethyl 8-chloro-6-ethyl-2-(trifluoromethyl)-2H-chromene-3-carboxylate). Reaction SMILES: [Cl:1][C:2]1[CH:3]=[C:4](I)[CH:5]=[C:6]2[C:11]=1[O:10][CH:9]([C:12]([F:15])([F:14])[F:13])[C:8]([C:16]([O:18][CH2:19][CH3:20])=[O:17])=[CH:7]2.C(=O)([O-])[O-].[K+].[K+].[CH2:28](B(CC)CC)[CH3:29].O>CN(C=O)C.C1COCC1.[Pd].C1(P(C2C=CC=CC=2)C2C=CC=CC=2)C=CC=CC=1.C1(P(C2C=CC=CC=2)C2C=CC=CC=2)C=CC=CC=1.C1(P(C2C=CC=CC=2)C2C=CC=CC=2)C=CC=CC=1.C1(P(C2C=CC=CC=2)C2C=CC=CC=2)C=CC=CC=1>[Cl:1][C:2]1[CH:3]=[C:4]([CH2:28][CH3:29])[CH:5]=[C:6]2[C:11]=1[O:10][CH:9]([C:12]([F:15])([F:14])[F:13])[C:8]([C:16]([O:18][CH2:19][CH3:20])=[O:17])=[CH:7]2 |f:1.2.3,8.9.10.11.12|. Procedure: To a solution of 500 mg (1.16 mmol) ethyl 8-chloro-6-iodo-2-(trifluoromethyl)-2H-chromene-3-carboxylate in 3 mL of anhydrous DMF was added 0.481 g (3.48 mmol, 3.0 eq.) of potassium carbonate, 0.134 g (0.116 mmol, 0.1 eq.) of tetrakis(triphenylphosphine)-palladium(0) and 1.74 mL (1.74 mmol, 1.5 eq.) of 1M triethylborane in THF. The vessel was heated to 110° C. for 5 hours under a nitrogen atmosphere. After cooling to room temperature, the mixture was treated with water and extracted with ethyl ac... Starting materials: C(C)[C@H]1C(O[C@@H](C1)C1[N@](C1)S(=O)(=O)C1=C(C=CC=C1)[N+](=O)[O-])=O ((3R,5S)-3-ethyl-5-[(S)-1-(2-nitrobenzenesulfonyl)aziridin-2-yl]dihydrofuran-2-one), CC1(NCC(N(C1)C1=C(C=CC=C1)C)=O)C (5,5-dimethyl-1-(2-methylphenyl)piperazin-2-one). Run in C1(=CC=CC=C1)C (toluene). Yields the product CC1(N(CC(N(C1)C1=C(C=CC=C1)C)=O)C[C@@H]([C@H]1OC([C@@H](C1)CC)=O)NS(=O)(=O)C1=C(C=CC=C1)[N+](=O)[O-])C (N-{(S)-2-[2,2-Dimethyl-4-(2-methylphenyl)-5-oxopiperazin-1-yl]-1-[(2S,4R)-4-ethyl-5-oxotetrahydrofuran-2-yl]ethyl}-2-nitrobenzenesulfonamide). Yield: 96.6%. RXN SMILES: [CH2:1]([C@@H:3]1[CH2:7][C@@H:6]([CH:8]2[CH2:10][N@@:9]2[S:11]([C:14]2[CH:19]=[CH:18][CH:17]=[CH:16][C:15]=2[N+:20]([O-:22])=[O:21])(=[O:13])=[O:12])[O:5][C:4]1=[O:23])[CH3:2].[CH3:24][C:25]1([CH3:39])[CH2:30][N:29]([C:31]2[CH:36]=[CH:35][CH:34]=[CH:33][C:32]=2[CH3:37])[C:28](=[O:38])[CH2:27][NH:26]1>C1(C)C=CC=CC=1>[CH3:24][C:25]1([CH3:39])[CH2:30][N:29]([C:31]2[CH:36]=[CH:35][CH:34]=[CH:33][C:32]=2[CH3:37])[C:28](=[O:38])[CH2:27][N:26]1[CH2:10][C@H:8]([NH:9][S:11]([C:14]1[CH:19]=[CH:18][CH:17]=[CH:16][C:15]=1[N+:20]([O-:22])=[O:21])(=[O:13])=[O:12])[C@@H:6]1[CH2:7][C@@H:3]([CH2:1][CH3:2])[C:4](=[O:23])[O:5]1. Reported procedure: A solution of 770 mg of (3R,5S)-3-ethyl-5-[(S)-1-(2-nitrobenzenesulfonyl)aziridin-2-yl]dihydrofuran-2-one obtained in Example (106g) (2.26 mmol) and 593 mg of 5,5-dimethyl-1-(2-methylphenyl)piperazin-2-one obtained in Example (51d) (2.71 mmol) in toluene (23 ml) was stirred at 110° C. for five hours. After cooling, the reaction mixture was concentrated under reduced pressure, and the residue was purified by silica gel column chromatography (elution solvent:methylene chloride/ethyl acetate=4/1) t... The reactants are C1(=CC=CC=C1)OC (anisole), [OH-].[NH4+] (ammonium hydroxide), CN1CCNCC1 (N-methylpiperazine), CN1CCNCC1 (N-methylpiperazine), ClC=1C=CC2=C(CN3C(C(N2)=O)=CC=C3)C1 (7-chloro-5,10-dihydro-11H-pyrrolo[2,1-c][1,4]benzodiazepin-11-one). Reagents/catalysts: [Ti](Cl)(Cl)(Cl)Cl (titanium tetrachloride). Run in C1(=CC=CC=C1)C (toluene), C(C)(C)O (isopropanol), C1(=CC=CC=C1)C (toluene), C1(=CC=CC=C1)C (toluene). Run at temperature 60 celsius. Yields the product ClC=1C=CC2=C(CN3C(C(=N2)N2CCN(CC2)C)=CC=C3)C1 (7-Chloro-11-(4-methyl-1-piperazinyl)-5H-pyrrolo[2,1-c][1,4]benzodiazepine). As a reaction SMILES: C1(OC)C=CC=CC=1.[CH3:9][N:10]1[CH2:15][CH2:14][NH:13][CH2:12][CH2:11]1.[Cl:16][C:17]1[CH:18]=[CH:19][C:20]2[NH:26][C:25](=O)[C:24]3=[CH:28][CH:29]=[CH:30][N:23]3[CH2:22][C:21]=2[CH:31]=1.[OH-].[NH4+]>[Ti](Cl)(Cl)(Cl)Cl.C1(C)C=CC=CC=1.C(O)(C)C>[Cl:16][C:17]1[CH:18]=[CH:19][C:20]2[N:26]=[C:25]([N:13]3[CH2:14][CH2:15][N:10]([CH3:9])[CH2:11][CH2:12]3)[C:24]3=[CH:28][CH:29]=[CH:30][N:23]3[CH2:22][C:21]=2[CH:31]=1 |f:3.4|. Procedure: A mixture of 15 ml. of dry toluene, 1.5 ml. of anisole and 0.8 ml. of titanium tetrachloride is cooled under argon. A solution of 2.8 ml. of N-methylpiperazine in 10 ml. of toluene is added. A 1.55 g. portion of 7-chloro-5,10-dihydro-11H-pyrrolo[2,1-c][1,4]benzodiazepin-11-one and 1.4 ml. of N-methylpiperazine are added in succession. The reaction mixture is heated at reflux for 5 hours, cooled to 60° C. and 2.2 ml. of isopropanol, 2 ml. of concentrated ammonium hydroxide and 1 g. of celite are ...